This data is from the Open Reaction Database (ORD), a public repository of structured organic reaction records. The task is: describe an organic reaction: reactants, conditions, products, and yield Reactants: C(C)(C)C=1C=C(C=CC1)\C(\C)=N\[S@@](=O)C(C)(C)C ((S,E)-N-(1-(3-isopropylphenyl)ethylidene)-2-methylpropane-2-sulfinamide), O (H2O), [BH4-].[Na+] (NaBH4). Run in C1CCOC1 (THF). As a reaction SMILES: [CH:1]([C:4]1[CH:5]=[C:6](/[C:10](=[N:12]/[S@:13]([C:15]([CH3:18])([CH3:17])[CH3:16])=[O:14])/[CH3:11])[CH:7]=[CH:8][CH:9]=1)([CH3:3])[CH3:2].O.[BH4-].[Na+]>C1COCC1>[CH:1]([C:4]1[CH:5]=[C:6]([C@@H:10]([NH:12][S@:13]([C:15]([CH3:18])([CH3:16])[CH3:17])=[O:14])[CH3:11])[CH:7]=[CH:8][CH:9]=1)([CH3:3])[CH3:2] |f:2.3|. Product: C(C)(C)C=1C=C(C=CC1)[C@H](C)N[S@@](=O)C(C)(C)C ((S)—N—((S)-1-(3-isopropylphenyl)ethyl)-2-methylpropane-2-sulfinamide). Reaction conditions: time 16 hour. Reported procedure: To a solution of (S,E)-N-(1-(3-isopropylphenyl)ethylidene)-2-methylpropane-2-sulfinamide (9.5 g, 0.036 mol) in THF (98 mL)/H2O (2 mL) was added NaBH4, the mixture was stirred at room temperature for 16 hours. The mixture was then partitioned between EtOAc and water, the layers were separated and the organic layer was washed with water, brine, dried over Na2SO4, and concentrated. The residue was purified by column chromatography to give the titled compound.